From a dataset of the Open Reaction Database (ORD), a public repository of structured organic reaction records. describe an organic reaction: reactants, conditions, products, and yield The reactants are F[B-](F)(F)F, CC(C)(C)OC(=O)NC1(C(=O)O)CCOCC1, CCN(C(C)C)C(C)C, N#Cc1ccc(-c2ccc(CC(N)C(N)=O)cc2)cc1, CN(C)C=O, CN(C)C(On1nnc2ccccc21)=[N+](C)C. Yields the product CC(C)(C)OC(=O)NC1(C(=O)NC(Cc2ccc(-c3ccc(C#N)cc3)cc2)C(N)=O)CCOCC1. As a reaction SMILES: [B-:47]([F:48])([F:49])([F:50])[F:51].[C:1]([CH3:2])([CH3:3])([CH3:4])[O:5][C:6](=[O:7])[NH:8][C:9]1([C:15](=[O:16])[OH:17])[CH2:10][CH2:11][O:12][CH2:13][CH2:14]1.[CH2:38]([N:39]([CH:40]([CH3:41])[CH3:42])[CH:43]([CH3:44])[CH3:45])[CH3:46].[NH2:18][CH:19]([C:20](=[O:21])[NH2:22])[CH2:23][c:24]1[cH:25][cH:26][c:27](-[c:30]2[cH:31][cH:32][c:33]([C:36]#[N:37])[cH:34][cH:35]2)[cH:28][cH:29]1.[O:69]=[CH:70][N:71]([CH3:72])[CH3:73].[n:52]1([O:53][C:54]([N:55]([CH3:56])[CH3:57])=[N+:58]([CH3:59])[CH3:60])[c:61]2[cH:62][cH:63][cH:64][cH:65][c:66]2[n:67][n:68]1>>[C:1]([CH3:2])([CH3:3])([CH3:4])[O:5][C:6](=[O:7])[NH:8][C:9]1([C:15](=[O:17])[NH:18][CH:19]([C:20](=[O:21])[NH2:22])[CH2:23][c:24]2[cH:25][cH:26][c:27](-[c:30]3[cH:31][cH:32][c:33]([C:36]#[N:37])[cH:34][cH:35]3)[cH:28][cH:29]2)[CH2:10][CH2:11][O:12][CH2:13][CH2:14]1. Starting materials: Cl (HCl), FC1=CC=C(C(=O)NC2=NNC3=CC(=CC=C23)C2CN(CCO2)C(=O)OC(C)(C)C)C=C1 (Tert-butyl 2-(3-(4-fluorobenzamido)-1H-indazol-6-yl)morpholine-4-carboxylate), CCOCC (ether). Solvent: O1CCOCC1 (dioxane), O1CCOCC1 (dioxane). Reaction conditions: temperature 60 celsius, time 2 hour. The product is Cl.FC1=CC=C(C(=O)NC2=NNC3=CC(=CC=C23)C2CNCCO2)C=C1 (4-fluoro-N-(6-(morpholin-2-yl)-1H-indazol-3-yl)benzamide hydrochloride). The yield is 66.0%. Reaction SMILES: [F:1][C:2]1[CH:32]=[CH:31][C:5]([C:6]([NH:8][C:9]2[C:17]3[C:12](=[CH:13][C:14]([CH:18]4[O:23][CH2:22][CH2:21][N:20](C(OC(C)(C)C)=O)[CH2:19]4)=[CH:15][CH:16]=3)[NH:11][N:10]=2)=[O:7])=[CH:4][CH:3]=1.[ClH:33].CCOCC>O1CCOCC1>[ClH:33].[F:1][C:2]1[CH:32]=[CH:31][C:5]([C:6]([NH:8][C:9]2[C:17]3[C:12](=[CH:13][C:14]([CH:18]4[O:23][CH2:22][CH2:21][NH:20][CH2:19]4)=[CH:15][CH:16]=3)[NH:11][N:10]=2)=[O:7])=[CH:4][CH:3]=1 |f:4.5|. Reported procedure: Tert-butyl 2-(3-(4-fluorobenzamido)-1H-indazol-6-yl)morpholine-4-carboxylate (40 mg, 0.09 mmol) was dissolved in dioxane (0.2 ml) and a solution of HCl in dioxane (4M, 0.34 ml, 1.36 mmol) was added. The reaction mixture was stirred for 2 h at 60° C. After cooling ether (2 ml) was added, the mixture was stirred for 30 min and the solid was filtered off. It was washed with ether and dried in vacuo to afford 4-fluoro-N-(6-(morpholin-2-yl)-1H-indazol-3-yl)benzamide hydrochloride (22 mg, 66%) as an o... Reactants: CN1N=C(C=C1)N1C(OCC1)=O (3-(1-methyl-1H-pyrazol-3-yl)-1,3-oxazolidin-2-one), [N+](=O)(O)[O-] (nitric acid), [OH-].[Na+] (sodium hydroxide). The solvent is S(O)(O)(=O)=O (sulfuric acid). Run at temperature 0 celsius, time 2 hour. Yields the product CN1N=C(C(=C1)[N+](=O)[O-])N1C(OCC1)=O (3-(1-methyl-4-nitro-1H-pyrazol-3-yl)-1,3-oxazolidin-2-one). Reaction SMILES: [CH3:1][N:2]1[CH:6]=[CH:5][C:4]([N:7]2[CH2:11][CH2:10][O:9][C:8]2=[O:12])=[N:3]1.[N+:13]([O-])([OH:15])=[O:14].[OH-].[Na+]>S(=O)(=O)(O)O>[CH3:1][N:2]1[CH:6]=[C:5]([N+:13]([O-:15])=[O:14])[C:4]([N:7]2[CH2:11][CH2:10][O:9][C:8]2=[O:12])=[N:3]1 |f:2.3|. Reported procedure: To a solution of 3-(1-methyl-1H-pyrazol-3-yl)-1,3-oxazolidin-2-one (85 mg) in conc. sulfuric acid (2.5 mL) was added fuming nitric acid (32 μL) under ice-cooling, and the mixture was stirred at 0° C. for 2 hr. The reaction mixture was neutralized with 8M aqueous sodium hydroxide solution under ice-cooling, and extracted with ethyl acetate. The extract was washed with saturated brine, and dried over anhydrous magnesium sulfate, and the solvent was evaporated under reduced pressure. The residue wa... The reactants are OC1CCC2(C(N1)=O)C1=CC=CC=C1C=1C=CC=CC12 (6'-Hydroxyspiro-(9H-fluorene-9,3'-piperidine)-2'-one), C(C)(C)N (isopropylamine), Cl (hydrogen chloride), C(#N)[BH3-].[Na+] (sodium cyanoborohydride), Cl (hydrochloride). Solvent: C(C)#N (acetonitrile). The product is Cl.C(N)(=O)C1(C2=CC=CC=C2C=2C=CC=CC12)CCCNC(C)C (9-Carbamoyl-9-(3-isopropylaminopropyl)fluorene hydrochloride). RXN SMILES: [CH:1]([NH2:4])([CH3:3])[CH3:2].[ClH:5].C([BH3-])#N.[Na+].O[CH:11]1[NH:16][C:15](=[O:17])[C:14]2([C:29]3[CH:28]=[CH:27][CH:26]=[CH:25][C:24]=3[C:23]3[C:18]2=[CH:19][CH:20]=[CH:21][CH:22]=3)[CH2:13][CH2:12]1>C(#N)C>[ClH:5].[C:15]([C:14]1([CH2:13][CH2:12][CH2:11][NH:4][CH:1]([CH3:3])[CH3:2])[C:29]2[CH:28]=[CH:27][CH:26]=[CH:25][C:24]=2[C:23]2[C:18]1=[CH:19][CH:20]=[CH:21][CH:22]=2)(=[O:17])[NH2:16] |f:2.3,6.7|. Procedure details: A solution of isopropylamine (45.0 ml) in acetonitrile (250 ml) was cooled to 10° C. and hydrogen chloride gas introduced into the solution keeping the temperature below 15° C. to pH 8.5±0.3. The resultant slurry was allowed to warm to room temperature and sodium cyanoborohydride (12.0 g) added in one portion and the pH readjusted to 8.5 if necessary. 6'-Hydroxyspiro-(9H-fluorene-9,3'-piperidine)-2'-one (30.0 g) was then added and the reaction mixture heated to reflux for 2 hours. The mixture wa... RXN SMILES: [N+]([O-])([O-])=O.[Ca+2:5].[N+]([O-])([O-])=O.[NH4+].[P:11]([O-:15])([O-:14])([O-:13])=[O:12].[NH4+].[NH4+].[NH4+].[Ca]>>[P:11]([O-:15])([O-:14])([O-:13])=[O:12].[Ca+2:5].[P:11]([O-:15])([O-:14])([O-:13])=[O:12].[Ca+2:5].[Ca+2:5] |f:0.1.2,4.5.6.7,9.10.11.12.13|. The reactants are [N+](=O)([O-])[O-].[Ca+2].[N+](=O)([O-])[O-] (calcium nitrate), [NH4+] (ammonium), P(=O)([O-])([O-])[O-].[NH4+].[NH4+].[NH4+] (ammonium phosphate), [Ca] (calcium). Reported procedure: A solution of calcium nitrate was added with aqueous ammonium to adjust the pH value thereof to pH 12, to which was added ammonium phosphate until the molar ratio of calcium to phosphor reached 1.67. The precipitate was filtered and washed with water sufficiently to obtain a powder of amorphous calcium phosphate, to which water was added to prepare a slurry A. To 100 parts, by weight, of this slurry A was added 0.5 parts, by weight, of the same foaming agent as used in Example 1 to prepare a slu... The product is P(=O)([O-])([O-])[O-].[Ca+2].P(=O)([O-])([O-])[O-].[Ca+2].[Ca+2] (calcium phosphate). Reactants: CCOC(C)=O, O=C(N1CCCCC(CO)C1)C1(c2ccc(Cl)cc2)CCC1, Oc1ccc(C(F)(F)F)cc1, [Na+], CCOC(=O)N=NC(=O)OCC, C1CCOC1, [OH-], c1ccc(P(c2ccccc2)c2ccccc2)cc1. Product: O=C(N1CCCCC(COc2ccc(C(F)(F)F)cc2)C1)C1(c2ccc(Cl)cc2)CCC1. RXN SMILES: [CH3:72][CH2:73][O:74][C:75](=[O:76])[CH3:77].[Cl:1][c:2]1[cH:3][cH:4][c:5]([C:8]2([C:12](=[O:13])[N:14]3[CH2:15][CH:16]([CH2:21][OH:22])[CH2:17][CH2:18][CH2:19][CH2:20]3)[CH2:9][CH2:10][CH2:11]2)[cH:6][cH:7]1.[F:42][C:43]([c:44]1[cH:45][cH:46][c:47]([OH:50])[cH:48][cH:49]1)([F:51])[F:52].[Na+:66].[O:53]=[C:54]([O:55][CH2:56][CH3:57])[N:58]=[N:59][C:60]([O:61][CH2:62][CH3:63])=[O:64].[O:67]1[CH2:68][CH2:69][CH2:70][CH2:71]1.[OH-:65].[c:23]1([P:24]([c:25]2[cH:26][cH:27][cH:28][cH:29][cH:30]2)[c:31]2[cH:32][cH:33][cH:34][cH:35][cH:36]2)[cH:37][cH:38][cH:39][cH:40][cH:41]1>>[Cl:1][c:2]1[cH:3][cH:4][c:5]([C:8]2([C:12](=[O:13])[N:14]3[CH2:15][CH:16]([CH2:21][O:22][c:47]4[cH:46][cH:45][c:44]([C:43]([F:42])([F:51])[F:52])[cH:49][cH:48]4)[CH2:17][CH2:18][CH2:19][CH2:20]3)[CH2:9][CH2:10][CH2:11]2)[cH:6][cH:7]1. Starting materials: COc1ccccc1Br, C1CCOC1, O=C1Nc2cc(Cl)c(Cl)cc2C1=O, Cl, I, [Mg]. Yields the product COc1ccccc1C1(O)C(=O)Nc2cc(Cl)c(Cl)cc21. As a reaction SMILES: [Br:1][c:2]1[c:3]([O:8][CH3:9])[cH:4][cH:5][cH:6][cH:7]1.[CH2:26]1[O:27][CH2:28][CH2:29][CH2:30]1.[Cl:12][c:13]1[cH:14][c:15]2[c:19]([cH:20][c:21]1[Cl:22])[NH:18][C:17](=[O:23])[C:16]2=[O:24].[ClH:25].[I:11].[Mg:10]>>[c:2]1([C:16]2([OH:24])[c:15]3[cH:14][c:13]([Cl:12])[c:21]([Cl:22])[cH:20][c:19]3[NH:18][C:17]2=[O:23])[c:3]([O:8][CH3:9])[cH:4][cH:5][cH:6][cH:7]1. Reactants: ClCCCCC1=CC=NC=C1 (4-(4-Chlorobutyl)pyridine), C(=O)([O-])[O-].[K+].[K+] (K2CO3), C12CN(CC(CNC1)O2)CCOC2=CC=C(C#N)C=C2 (4-[2-(9-Oxa-3,7-diazabicyclo[3.3.1]non-3-yl)ethoxy]benzonitrile). Reagents/catalysts: BrBr (Br2). The solvent is CC#N (MeCN). Yields the product N1=CC=C(C=C1)CCCCN1CC2CN(CC(C1)O2)CCOC2=CC=C(C#N)C=C2 (4-(2-{7-[4-(4-Pyridinyl)butyl]-9-oxa-3,7-diazabicyclo[3.3.1]non-3-yl}ethoxy)benzonitrile). The yield is 57.3%. As a reaction SMILES: [CH:1]12[O:9][CH:5]([CH2:6][NH:7][CH2:8]1)[CH2:4][N:3]([CH2:10][CH2:11][O:12][C:13]1[CH:20]=[CH:19][C:16]([C:17]#[N:18])=[CH:15][CH:14]=1)[CH2:2]2.Cl[CH2:22][CH2:23][CH2:24][CH2:25][C:26]1[CH:31]=[CH:30][N:29]=[CH:28][CH:27]=1.C([O-])([O-])=O.[K+].[K+]>CC#N.BrBr>[N:29]1[CH:30]=[CH:31][C:26]([CH2:25][CH2:24][CH2:23][CH2:22][N:7]2[CH2:8][CH:1]3[O:9][CH:5]([CH2:4][N:3]([CH2:10][CH2:11][O:12][C:13]4[CH:20]=[CH:19][C:16]([C:17]#[N:18])=[CH:15][CH:14]=4)[CH2:2]3)[CH2:6]2)=[CH:27][CH:28]=1 |f:2.3.4|. Procedure details: 4-[2-(9-Oxa-3,7-diazabicyclo[3.3.1]non-3-yl)ethoxy]benzonitrile (0.80 g, 2.92 mmol, see preparation D above) was dissolved in MeCN (30 mL) and mixed with 4-(4-chlorobutyl)pyridine (0.74 g, 4.39 mmol, from step (i) above) and K2CO3 (1.62 g, 11.71 mmol). 1 drop of Br2 was added and the mixture was refluxed for 24 h. The mixture was filtered and evaporated. Purification by chromatography on silica, eluting with DCM:4% MeOH (satd. with ammonia), gave 0.68 g (57.2%) of the title compound.